This data is from the Open Reaction Database (ORD), a public repository of structured organic reaction records. The task is: describe an organic reaction: reactants, conditions, products, and yield Reactants: BrC(C(CCCCCC)Br)C1=C(OCCCC(=O)OCC)C=CC=C1 (ethyl 4-[2-(1,2-dibromooctyl)-phenoxy]butanoate), CC(C)([O-])C.[K+] (potassium t-butoxide). Run in CS(=O)C (dimethylsulphoxide). Run at time 15 hour. Product: C(#CCCCCCC)C1=C(OCCCC(=O)OCC)C=CC=C1 (Ethyl 4-[2-(1-octynyl)-phenoxy]-butanoate). Reaction SMILES: Br[CH:2]([C:11]1[CH:25]=[CH:24][CH:23]=[CH:22][C:12]=1[O:13][CH2:14][CH2:15][CH2:16][C:17]([O:19][CH2:20][CH3:21])=[O:18])[CH:3](Br)[CH2:4][CH2:5][CH2:6][CH2:7][CH2:8][CH3:9].CC(C)([O-])C.[K+]>CS(C)=O>[C:2]([C:11]1[CH:25]=[CH:24][CH:23]=[CH:22][C:12]=1[O:13][CH2:14][CH2:15][CH2:16][C:17]([O:19][CH2:20][CH3:21])=[O:18])#[C:3][CH2:4][CH2:5][CH2:6][CH2:7][CH2:8][CH3:9] |f:1.2|. Procedure: A solution of ethyl 4-[2-(1,2-dibromooctyl)-phenoxy]butanoate, (2.01 g, 4.20 mmole), potassium t-butoxide, (1.33 g, 11.1 mmole) and 18 crown6 (5 mg) in dry dimethylsulphoxide (25 ml) was stirred at ambient temperature for 4 h, then at 100° C. for 15 h. The reaction was evaporated in vacuo to a low volume, poured into saturated brine and acidified with dilute hydrochloric acid. The product was extracted with ethyl acetate (three times) and the combined organic phases washed with water (three time...